From a dataset of the Open Reaction Database (ORD), a public repository of structured organic reaction records. describe an organic reaction: reactants, conditions, products, and yield Reactants: C(CCCCCCCCC)OC1=C(C=C(C(=O)C=2C=C(C(=O)OCC)C=CC2)C=C1)CC1=NN=NN1 (3-[4-(Decyloxy)-3-(1H-tetrazol-5-ylmethyl)benzoyl]benzoic acid, ethyl ester), [OH-].[Li+] (lithium hydroxide). The solvent is CC(=O)C (acetone), O (water). Reaction conditions: time 6 hour. The product is C(CCCCCCCCC)OC1=C(C=C(C(=O)C=2C=C(C(=O)O)C=CC2)C=C1)CC1=NN=NN1 (3-[4-(Decyloxy)-3-(1-tetrazol-5-ylmethyl]benzoyl]benzoic acid). Yield: 8.6%. RXN SMILES: [CH2:1]([O:11][C:12]1[CH:30]=[CH:29][C:15]([C:16]([C:18]2[CH:19]=[C:20]([CH:26]=[CH:27][CH:28]=2)[C:21]([O:23]CC)=[O:22])=[O:17])=[CH:14][C:13]=1[CH2:31][C:32]1[NH:36][N:35]=[N:34][N:33]=1)[CH2:2][CH2:3][CH2:4][CH2:5][CH2:6][CH2:7][CH2:8][CH2:9][CH3:10].[OH-].[Li+]>CC(C)=O.O>[CH2:1]([O:11][C:12]1[CH:30]=[CH:29][C:15]([C:16]([C:18]2[CH:19]=[C:20]([CH:26]=[CH:27][CH:28]=2)[C:21]([OH:23])=[O:22])=[O:17])=[CH:14][C:13]=1[CH2:31][C:32]1[NH:36][N:35]=[N:34][N:33]=1)[CH2:2][CH2:3][CH2:4][CH2:5][CH2:6][CH2:7][CH2:8][CH2:9][CH3:10] |f:1.2|. Reported procedure: A mixture of 580 mg of the product from Example 2 and 280 mg of lithium hydroxide in 10 ml of acetone and 1 ml of water were stirred for 6 hours. The mixture was concentrated in vacuo and the resulting residue was partitioned between diethyl ether and water. The layers were separated and the aqueous layer was extracted with diethyl ether. The aqueous layer was acidified with 1N hydrochloric acid and extracted with ethyl acetate. The ethyl acetate extract was dried over magnesium sulfate and conc... Reactants: CC1(c2cc(N=C(c3ccccc3)c3ccccc3)ccc2F)COCC(=O)N1, COc1ccc(P2(=S)SP(=S)(c3ccc(OC)cc3)S2)cc1, C1COCCO1. Yields the product CC1(c2cc(N=C(c3ccccc3)c3ccccc3)ccc2F)COCC(=S)N1. As a reaction SMILES: [C:1]([c:2]1[cH:3][cH:4][cH:5][cH:6][cH:7]1)([c:8]1[cH:9][cH:10][cH:11][cH:12][cH:13]1)=[N:14][c:15]1[cH:16][cH:17][c:18]([F:29])[c:19]([C:21]2([CH3:28])[NH:22][C:23](=[O:27])[CH2:24][O:25][CH2:26]2)[cH:20]1.[CH3:30][O:31][c:32]1[cH:33][cH:34][c:35]([P:36]2(=[S:39])[S:37][P:38]([c:40]3[cH:41][cH:42][c:43]([O:44][CH3:45])[cH:46][cH:47]3)(=[S:48])[S:49]2)[cH:50][cH:51]1.[O:52]1[CH2:53][CH2:54][O:55][CH2:56][CH2:57]1>>[C:1]([c:2]1[cH:3][cH:4][cH:5][cH:6][cH:7]1)([c:8]1[cH:9][cH:10][cH:11][cH:12][cH:13]1)=[N:14][c:15]1[cH:16][cH:17][c:18]([F:29])[c:19]([C:21]2([CH3:28])[NH:22][C:23](=[S:39])[CH2:24][O:25][CH2:26]2)[cH:20]1. The reactants are [Si](C1=CC=CC=C1)(C1=CC=CC=C1)(C(C)(C)C)Cl (tert-butyldiphenylsilyl chloride), ice, OCC1CCC(N1)=O (5-hydroxymethylpyrrolidin-2-one), N1C=NC=C1 (imidazole). Reagents/catalysts: CN(C1=CC=NC=C1)C (4-dimethylaminopyridine). Run in ClCCl (dichloromethane), ClCCl (dichloromethane). Run at time 2 hour. Product: [Si](C1=CC=CC=C1)(C1=CC=CC=C1)(C(C)(C)C)OCC1CCC(N1)=O (5-(tert-Butyldiphenylsilanyloxymethyl)pyrrolidin-2-one). As a reaction SMILES: [OH:1][CH2:2][CH:3]1[NH:7][C:6](=[O:8])[CH2:5][CH2:4]1.N1C=CN=C1.[Si:14](Cl)([C:27]([CH3:30])([CH3:29])[CH3:28])([C:21]1[CH:26]=[CH:25][CH:24]=[CH:23][CH:22]=1)[C:15]1[CH:20]=[CH:19][CH:18]=[CH:17][CH:16]=1>ClCCl.CN(C)C1C=CN=CC=1>[Si:14]([O:1][CH2:2][CH:3]1[NH:7][C:6](=[O:8])[CH2:5][CH2:4]1)([C:27]([CH3:30])([CH3:29])[CH3:28])([C:21]1[CH:22]=[CH:23][CH:24]=[CH:25][CH:26]=1)[C:15]1[CH:20]=[CH:19][CH:18]=[CH:17][CH:16]=1. Procedure details: To an ice cold solution of 5-hydroxymethylpyrrolidin-2-one (5 grams, 43.4 mmol) in dichloromethane (174 mL) was added imidazole (6.5 grams, 95.5 mmol), 4-dimethylaminopyridine (530 mg, 4.3 mmol) followed by tert-butyldiphenylsilyl chloride (12.53 grams, 45.57 mmol). The reaction mixture was gradually warmed to room temperature and stirred for 2 hours. The reaction mixture was diluted with dichloromethane, washed with water, brine and dried over anhydrous sodium sulfate. The solvent was removed u... The reactants are C1CCOC1, COc1ccc(CNc2cc(Oc3ccc([N+](=O)[O-])cc3F)ncn2)cc1, CO, [Cl-], [NH4+], [Zn]. Product: COc1ccc(CNc2cc(Oc3ccc(N)cc3F)ncn2)cc1. Reaction SMILES: [CH2:33]1[O:34][CH2:35][CH2:36][CH2:37]1.[CH3:1][O:2][c:3]1[cH:4][cH:5][c:6]([CH2:7][NH:8][c:9]2[n:10][cH:11][n:12][c:13]([O:15][c:16]3[c:17]([F:25])[cH:18][c:19]([N+:22]([O-:23])=[O:24])[cH:20][cH:21]3)[cH:14]2)[cH:26][cH:27]1.[CH3:31][OH:32].[Cl-:28].[NH4+:29].[Zn:30]>>[CH3:1][O:2][c:3]1[cH:4][cH:5][c:6]([CH2:7][NH:8][c:9]2[n:10][cH:11][n:12][c:13]([O:15][c:16]3[c:17]([F:25])[cH:18][c:19]([NH2:22])[cH:20][cH:21]3)[cH:14]2)[cH:26][cH:27]1. The reactants are O=C([O-])O, CC1=NN(c2ccc3c(c2)CCC3)C(=O)C1, Cl, O=N[O-], Nc1cccc(-c2c[nH]c(C(=O)O)c2)c1O, [Na+], [Na+]. The product is CC1=NN(c2ccc3c(c2)CCC3)C(=O)C1=NNc1cccc(-c2c[nH]c(C(=O)O)c2)c1O. Reaction SMILES: [C:37](=[O:38])([OH:39])[O-:40].[CH2:21]1[CH2:22][CH2:23][c:24]2[cH:25][c:26]([N:30]3[N:31]=[C:32]([CH3:36])[CH2:33][C:34]3=[O:35])[cH:27][cH:28][c:29]21.[ClH:42].[N:17]([O-:18])=[O:19].[NH2:1][c:2]1[c:3]([OH:16])[c:4](-[c:8]2[cH:9][c:10]([C:13](=[O:14])[OH:15])[nH:11][cH:12]2)[cH:5][cH:6][cH:7]1.[Na+:20].[Na+:41]>>[NH:1]([c:2]1[c:3]([OH:16])[c:4](-[c:8]2[cH:9][c:10]([C:13](=[O:14])[OH:15])[nH:11][cH:12]2)[cH:5][cH:6][cH:7]1)[N:17]=[C:33]1[C:32]([CH3:36])=[N:31][N:30]([c:26]2[cH:25][c:24]3[c:29]([cH:28][cH:27]2)[CH2:21][CH2:22][CH2:23]3)[C:34]1=[O:35]. Reported procedure: A mixture of (R)-4-(2-(2-methylpyrrolidin-1-yl)ethyl)phenylboronic acid (1.00 g, 4.29 mmol), 2-(4-bromophenyl)ethanol (0.862 g, 4.29 mmol), 2M Na2CO3 (2.145 mL, 4.29 mmol), and tetrakis(triphenylphosphine)palladium(0) (0.149 g, 0.129 mmol) in toluene (3 mL) and MeOH (0.857 mL) was heated at 100° C. under microwave irradiation for 2.5 h. The mixture was extracted with EtOAc, toluene and DCM. The combined organics were concentrated. The residue was purified by column chromatography and recrystalli... Run at temperature 100 celsius. The reagents and catalysts are C=1C=CC(=CC1)[P](C=2C=CC=CC2)(C=3C=CC=CC3)[Pd]([P](C=4C=CC=CC4)(C=5C=CC=CC5)C=6C=CC=CC6)([P](C=7C=CC=CC7)(C=8C=CC=CC8)C=9C=CC=CC9)[P](C=1C=CC=CC1)(C=1C=CC=CC1)C=1C=CC=CC1 (tetrakis(triphenylphosphine)palladium(0)). The product is C[C@H]1N(CCC1)CCC1=CC=C(C=C1)C1=CC=C(C=C1)CCO ((R)-2-(4′-(2-(2-Methylpyrrolidin-1-yl)ethyl)biphenyl-4-yl)ethanol). Reaction SMILES: [CH3:1][C@@H:2]1[CH2:6][CH2:5][CH2:4][N:3]1[CH2:7][CH2:8][C:9]1[CH:14]=[CH:13][C:12](B(O)O)=[CH:11][CH:10]=1.Br[C:19]1[CH:24]=[CH:23][C:22]([CH2:25][CH2:26][OH:27])=[CH:21][CH:20]=1.C([O-])([O-])=O.[Na+].[Na+]>C1(C)C=CC=CC=1.CO.C1C=CC([P]([Pd]([P](C2C=CC=CC=2)(C2C=CC=CC=2)C2C=CC=CC=2)([P](C2C=CC=CC=2)(C2C=CC=CC=2)C2C=CC=CC=2)[P](C2C=CC=CC=2)(C2C=CC=CC=2)C2C=CC=CC=2)(C2C=CC=CC=2)C2C=CC=CC=2)=CC=1>[CH3:1][C@@H:2]1[CH2:6][CH2:5][CH2:4][N:3]1[CH2:7][CH2:8][C:9]1[CH:14]=[CH:13][C:12]([C:19]2[CH:24]=[CH:23][C:22]([CH2:25][CH2:26][OH:27])=[CH:21][CH:20]=2)=[CH:11][CH:10]=1 |f:2.3.4,^1:46,48,67,86|. Run in C1(=CC=CC=C1)C (toluene), CO (MeOH). Reactants: C[C@H]1N(CCC1)CCC1=CC=C(C=C1)B(O)O ((R)-4-(2-(2-methylpyrrolidin-1-yl)ethyl)phenylboronic acid), BrC1=CC=C(C=C1)CCO (2-(4-bromophenyl)ethanol), C(=O)([O-])[O-].[Na+].[Na+] (Na2CO3). As a reaction SMILES: [F:10][c:11]1[c:12]([C:13](=[O:14])[Cl:15])[cH:16][cH:17][cH:18][cH:19]1.[NH2:1][c:2]1[s:3][cH:4][cH:5][c:6]1[C:7](=[O:8])[NH2:9].[cH:20]1[cH:21][cH:22][n:23][cH:24][cH:25]1>>[NH:1]([c:2]1[s:3][cH:4][cH:5][c:6]1[C:7](=[O:8])[NH2:9])[C:13]([c:12]1[c:11]([F:10])[cH:19][cH:18][cH:17][cH:16]1)=[O:14]. Starting materials: O=C(Cl)c1ccccc1F, NC(=O)c1ccsc1N, c1ccncc1. Yields the product NC(=O)c1ccsc1NC(=O)c1ccccc1F.